From a dataset of the Open Reaction Database (ORD), a public repository of structured organic reaction records. describe an organic reaction: reactants, conditions, products, and yield Reported procedure: A mixture of 1,2-bis(4-hydroxymethyl-3,5-dioxopiperazin-1-yl)ethane (0.31 g, 1.0 m mol), 3-pyridylcarbonyl chloride (0.28 g, 2.0 m mol) and pyridine (10 ml) was stirred for 18 hours at room temperature. The solvent was removed from the reaction mixture under reduced pressure and the residue was extracted with chloroform. The extract solution was washed with saturated sodium bicarbonate aqueous solution successively with water, and was dried over magnesium sulfate. The residue obtained by removin... Solvent: N1=CC=CC=C1 (pyridine). Isolated yield 23.2%. Product: N1=CC(=CC=C1)C(=O)OCN1C(CN(CC1=O)CCN1CC(N(C(C1)=O)COC(=O)C=1C=NC=CC1)=O)=O (1,2-Bis[4-(3-pyridylcarbonyloxymethyl)-3,5-dioxopiperazin-1-yl]ethane). Run at time 18 hour. RXN SMILES: [OH:1][CH2:2][N:3]1[C:8](=[O:9])[CH2:7][N:6]([CH2:10][CH2:11][N:12]2[CH2:17][C:16](=[O:18])[N:15]([CH2:19][OH:20])[C:14](=[O:21])[CH2:13]2)[CH2:5][C:4]1=[O:22].[N:23]1[CH:28]=[CH:27][CH:26]=[C:25]([C:29](Cl)=[O:30])[CH:24]=1>N1C=CC=CC=1>[N:23]1[CH:28]=[CH:27][CH:26]=[C:25]([C:29]([O:20][CH2:19][N:15]2[C:14](=[O:21])[CH2:13][N:12]([CH2:11][CH2:10][N:6]3[CH2:7][C:8](=[O:9])[N:3]([CH2:2][O:1][C:29]([C:25]4[CH:24]=[N:23][CH:28]=[CH:27][CH:26]=4)=[O:30])[C:4](=[O:22])[CH2:5]3)[CH2:17][C:16]2=[O:18])=[O:30])[CH:24]=1. Reactants: OCN1C(CN(CC1=O)CCN1CC(N(C(C1)=O)CO)=O)=O (1,2-bis(4-hydroxymethyl-3,5-dioxopiperazin-1-yl)ethane), N1=CC(=CC=C1)C(=O)Cl (3-pyridylcarbonyl chloride). Run in O (water). Reported procedure: 185 mg of palladium hydroxide on carbon (20% by weight) and acetic acid (25 mL, 0.44 mol) were loaded into a Parr shaker. (1R,3S)-1-Amino-3-(4-oct-1-ynyl-phenyl)-cyclopentanecarboxylic acid methyl ester; compound with (2R,3R)-2,3-dihydroxy-succinic acid (2.49 g, 0.00521 mol) was added and the reaction was evacuated, back-filled with nitrogen, followed by two cycles of evacuating and back-filling with hydrogen gas. The reaction was then pressurized to about 50 psi using hydrogen. The reaction was... Reaction conditions: time 50 minute. The product is O[C@@H](C(=O)O)[C@H](C(=O)O)O ((2R,3R)-2,3-dihydroxy-succinic acid). Reagents/catalysts: [OH-].[OH-].[Pd+2] (palladium hydroxide on carbon). RXN SMILES: C(O)(=O)C.[OH:5][C@H:6]([C@@H:10]([OH:14])[C:11]([OH:13])=[O:12])[C:7]([OH:9])=[O:8].COC([C@@]1(N)CC[C@H](C2C=CC(C#CCCCCCC)=CC=2)C1)=O>[OH-].[OH-].[Pd+2].O>[OH:5][C@H:6]([C@@H:10]([OH:14])[C:11]([OH:13])=[O:12])[C:7]([OH:9])=[O:8] |f:1.2,3.4.5|. Starting materials: C(C)(=O)O (acetic acid), O[C@@H](C(=O)O)[C@H](C(=O)O)O.COC(=O)[C@@]1(C[C@H](CC1)C1=CC=C(C=C1)C#CCCCCCC)N ((1R,3S)-1-Amino-3-(4-oct-1-ynyl-phenyl)-cyclopentanecarboxylic acid methyl ester; compound with (2R,3R)-2,3-dihydroxy-succinic acid).